Dataset: the Open Reaction Database (ORD), a public repository of structured organic reaction records. Task: describe an organic reaction: reactants, conditions, products, and yield Starting materials: CN(C)c1ccncc1, ClCCl, Cn1nnc(N)n1, [Na+], O=C([O-])O, O=C(Cl)C(c1ccccc1)c1ccccc1, c1ccncc1. The product is Cn1nnc(NC(=O)C(c2ccccc2)c2ccccc2)n1. Reaction SMILES: [CH3:35][N:36]([c:37]1[cH:38][cH:39][n:40][cH:41][cH:42]1)[CH3:43].[Cl:44][CH2:45][Cl:46].[NH2:1][c:2]1[n:3][n:4][n:5]([CH3:7])[n:6]1.[Na+:34].[O-:30][C:31]([OH:32])=[O:33].[c:14]1([CH:20]([C:21](=[O:22])[Cl:23])[c:24]2[cH:25][cH:26][cH:27][cH:28][cH:29]2)[cH:15][cH:16][cH:17][cH:18][cH:19]1.[cH:8]1[cH:9][cH:10][n:11][cH:12][cH:13]1>>[NH:1]([c:2]1[n:3][n:4][n:5]([CH3:7])[n:6]1)[C:21]([CH:20]([c:14]1[cH:15][cH:16][cH:17][cH:18][cH:19]1)[c:24]1[cH:25][cH:26][cH:27][cH:28][cH:29]1)=[O:22]. Reactants: [BH4-].[Na+] (sodium borohydride), BrC1=CC=C(OC=2C=C(C=O)C=CC2)C=C1 (3-(4-bromophenoxy)benzaldehyde). Yields the product BrC1=CC=C(OC=2C=C(CO)C=CC2)C=C1 (3-(4-bromophenoxy)benzyl alcohol). RXN SMILES: [BH4-].[Na+].[Br:3][C:4]1[CH:18]=[CH:17][C:7]([O:8][C:9]2[CH:10]=[C:11]([CH:14]=[CH:15][CH:16]=2)[CH:12]=[O:13])=[CH:6][CH:5]=1>>[Br:3][C:4]1[CH:18]=[CH:17][C:7]([O:8][C:9]2[CH:10]=[C:11]([CH:14]=[CH:15][CH:16]=2)[CH2:12][OH:13])=[CH:6][CH:5]=1 |f:0.1|. Procedure details: This compound was prepared by a standard sodium borohydride reduction from 3-(4-bromophenoxy)benzaldehyde. Reactants: Cl.Cl.N1CCC(CC1)NC(=O)NC=1N=C2C(=NC1)N(C=C2)COCC[Si](C)(C)C (Piperidin-4-yl-3-[5-(2-trimethylsilanyl-ethoxymethyl)-5H-pyrrolo[2,3-b]pyrazin-2-yl]-urea dihydrochloride), N1=CC=CC=C1 (pyridine), C(C)(=O)OC(C)=O (Acetic anhydride). The solvent is C(Cl)Cl (DCM). Run at time 8 hour. Product: C(C)(=O)N1CCC(CC1)NC(=O)NC=1N=C2C(=NC1)N(C=C2)COCC[Si](C)(C)C (1-(1-acetyl-piperidin-4-yl)-3-[5-(2-trimethylsilanyl-ethoxymethyl)-5H-pyrrolo[2,3-b]pyrazin-2-yl]-urea). Yield: 77.5%. Reaction SMILES: Cl.Cl.[NH:3]1[CH2:8][CH2:7][CH:6]([NH:9][C:10]([NH:12][C:13]2[N:14]=[C:15]3[CH:21]=[CH:20][N:19]([CH2:22][O:23][CH2:24][CH2:25][Si:26]([CH3:29])([CH3:28])[CH3:27])[C:16]3=[N:17][CH:18]=2)=[O:11])[CH2:5][CH2:4]1.N1C=CC=CC=1.[C:36](OC(=O)C)(=[O:38])[CH3:37]>C(Cl)Cl>[C:36]([N:3]1[CH2:8][CH2:7][CH:6]([NH:9][C:10]([NH:12][C:13]2[N:14]=[C:15]3[CH:21]=[CH:20][N:19]([CH2:22][O:23][CH2:24][CH2:25][Si:26]([CH3:29])([CH3:28])[CH3:27])[C:16]3=[N:17][CH:18]=2)=[O:11])[CH2:5][CH2:4]1)(=[O:38])[CH3:37] |f:0.1.2|. Procedure: Piperidin-4-yl-3-[5-(2-trimethylsilanyl-ethoxymethyl)-5H-pyrrolo[2,3-b]pyrazin-2-yl]-urea dihydrochloride (0.073 g, 0.158 mmol) was suspended in DCM (1 mL) and pyridine (0.045 mL, 0.55 mmol) was added. Acetic anhydride (0.018 mL, 0.19 mmol) was added and the resulting solution stirred at RT overnight. The solvent was evaporated. The remaining oil was purified by SiO2 chromatography (12 g SiO2, DCM:MeOH 0 to 5% MeOH) to give 0.053 g of 1-(1-acetyl-piperidin-4-yl)-3-[5-(2-trimethylsilanyl-ethoxyme... Starting materials: CC(=O)OC(C)=O, O, ON=C1Nc2ccccc2SC1=Cc1ccc[nH]1, c1ccncc1. Product: CC(=O)ON=C1Nc2ccccc2SC1=Cc1ccc[nH]1. RXN SMILES: [CH3:1][C:2](=[O:3])[O:4][C:5]([CH3:6])=[O:7].[OH2:26].[OH:8][N:9]=[C:10]1[C:11](=[CH:20][c:21]2[nH:22][cH:23][cH:24][cH:25]2)[S:12][c:13]2[c:14]([cH:16][cH:17][cH:18][cH:19]2)[NH:15]1.[cH:27]1[cH:28][cH:29][n:30][cH:31][cH:32]1>>[O:4]([C:5]([CH3:6])=[O:7])[N:9]=[C:10]1[C:11](=[CH:20][c:21]2[nH:22][cH:23][cH:24][cH:25]2)[S:12][c:13]2[c:14]([cH:16][cH:17][cH:18][cH:19]2)[NH:15]1. Reactants: CCCN, CN(C)C=O, CN1Cc2c(-c3noc(CCl)n3)ncn2-c2cccc(F)c2C1=O. Product: CCCNCc1nc(-c2ncn3c2CN(C)C(=O)c2c(F)cccc2-3)no1. Reaction SMILES: [CH3:1][CH2:2][CH2:3][NH2:4].[CH3:29][N:30]([CH3:31])[CH:32]=[O:33].[Cl:5][CH2:6][c:7]1[n:8][c:9](-[c:12]2[n:13][cH:14][n:15]3[c:16]2[CH2:17][N:18]([CH3:28])[C:19](=[O:27])[c:20]2[c:21]-3[cH:22][cH:23][cH:24][c:25]2[F:26])[n:10][o:11]1>>[CH3:1][CH2:2][CH2:3][NH:4][CH2:6][c:7]1[n:8][c:9](-[c:12]2[n:13][cH:14][n:15]3[c:16]2[CH2:17][N:18]([CH3:28])[C:19](=[O:27])[c:20]2[c:21]-3[cH:22][cH:23][cH:24][c:25]2[F:26])[n:10][o:11]1. Procedure details: A solution of (S)-(9H-fluoren-9-yl)methyl 1-(1,8-dichloroisoquinolin-3-yl)ethylcarbamate 69 (250 mg, 0.539 mmol, 1.0 eq) and 1-methylpiperazine (108 mg, 1.079 mmol, 2.0 eq) in 1,4-dioxane (5 mL) was stirred at reflux overnight. The reaction mixture was allowed to cool to RT and concentrated in vacuo. The residue was purified by flash column chromatography on silica gel (3.3% MeOH-DCM) to afford the product (S)-1-(8-chloro-1-(4-methylpiperazin-1-yl) isoquinolin-3-yl)ethanamine 95. RXN SMILES: Cl[C:2]1[C:11]2[C:6](=[CH:7][CH:8]=[CH:9][C:10]=2[Cl:12])[CH:5]=[C:4]([C@@H:13]([NH:15]C(=O)OCC2C3C=CC=CC=3C3C2=CC=CC=3)[CH3:14])[N:3]=1.[CH3:33][N:34]1[CH2:39][CH2:38][NH:37][CH2:36][CH2:35]1>O1CCOCC1>[Cl:12][C:10]1[CH:9]=[CH:8][CH:7]=[C:6]2[C:11]=1[C:2]([N:37]1[CH2:38][CH2:39][N:34]([CH3:33])[CH2:35][CH2:36]1)=[N:3][C:4]([C@@H:13]([NH2:15])[CH3:14])=[CH:5]2. Yields the product ClC=1C=CC=C2C=C(N=C(C12)N1CCN(CC1)C)[C@H](C)N ((S)-1-(8-chloro-1-(4-methylpiperazin-1-yl) isoquinolin-3-yl)ethanamine). Run in O1CCOCC1 (1,4-dioxane). Reactants: ClC1=NC(=CC2=CC=CC(=C12)Cl)[C@H](C)NC(OCC1C2=CC=CC=C2C=2C=CC=CC12)=O ((S)-(9H-fluoren-9-yl)methyl 1-(1,8-dichloroisoquinolin-3-yl)ethylcarbamate), CN1CCNCC1 (1-methylpiperazine). The reactants are CCOC(=O)CCN1CCN(C(=O)c2ccc(C#N)cc2)CC1, C1CCOC1, CN([SiH](C)C)[Si](C)(C)C, Cl. Yields the product CCOC(=O)CCN1CCN(C(=O)c2ccc(C(=N)N)cc2)CC1. RXN SMILES: [C:10](#[N:11])[c:12]1[cH:13][cH:14][c:15]([C:16](=[O:17])[N:18]2[CH2:19][CH2:20][N:21]([CH2:24][CH2:25][C:26](=[O:27])[O:28][CH2:29][CH3:30])[CH2:22][CH2:23]2)[cH:31][cH:32]1.[CH2:34]1[O:35][CH2:36][CH2:37][CH2:38]1.[CH3:1][SiH:2]([N:3]([CH3:5])[Si:6]([CH3:7])([CH3:8])[CH3:9])[CH3:4].[ClH:33]>>[NH:3]=[C:10]([NH2:11])[c:12]1[cH:13][cH:14][c:15]([C:16](=[O:17])[N:18]2[CH2:19][CH2:20][N:21]([CH2:24][CH2:25][C:26](=[O:27])[O:28][CH2:29][CH3:30])[CH2:22][CH2:23]2)[cH:31][cH:32]1. The reactants are OC=1C=NC(=CC1)C (3-hydroxy-6-methylpyridine), ice, [N+](=O)(O)[O-] (nitric acid), Ice. Reaction conditions: temperature 6 celsius. Product: OC=1C(=NC(=CC1)C)[N+](=O)[O-] (3-hydroxy-6-methyl-2-nitropyridine). As a reaction SMILES: [OH:1][C:2]1[CH:3]=[N:4][C:5]([CH3:8])=[CH:6][CH:7]=1.[N+:9]([O-])([OH:11])=[O:10]>>[OH:1][C:2]1[C:3]([N+:9]([O-:11])=[O:10])=[N:4][C:5]([CH3:8])=[CH:6][CH:7]=1. Procedure: To 40 ml. of ice cold concentrated sulfuric acid was added 10.9 g. of 3-hydroxy-6-methylpyridine. Maintaining the temperature at 6° C., 4.7 ml. of fuming nitric acid was added dropwise with stirring. The mixture was allowed to warm to room temperature overnight. Ice (200 g.) was added with stirring. After the ice had melted, the precipitate was collected, washed with water and dried to give 3-hydroxy-6-methyl-2-nitropyridine, m.p. 103°-105° C. The reactants are C[Si](C)(C)Cl (TMCS), O (water). The product is C[Si](C)(C)O[Si](C)(C)C (HMDSO), Cl (HCl). RXN SMILES: [CH3:1][Si:2]([Cl:5])([CH3:4])[CH3:3].[OH2:6]>>[CH3:1][Si:2]([O:6][Si:2]([CH3:4])([CH3:3])[CH3:1])([CH3:4])[CH3:3].[ClH:5]. Procedure: TMCS reacts with the water in the hydrogel to form HMDSO and HCl. Following separation, HMDSO and HCl can be reacted again under suitable conditions to form TMCS and water. Reactants: ClC1=C2NC(=NC2=NC=N1)C1=C(C=C(C(=C1)Br)OC)OC (6-chloro-8-(5-bromo-2,4-dimethoxy-phenyl)-purine), [OH-].[K+] (potassium hydroxide). Yields the product BrC=1C(=CC(=C(C1)C1=NC2=NC=NC(C2=N1)=O)OC)OC (8-(5-Bromo-2,4-dimethoxy-phenyl)-purin-6-one). RXN SMILES: Cl[C:2]1[N:10]=[CH:9][N:8]=[C:7]2[C:3]=1[NH:4][C:5]([C:11]1[CH:16]=[C:15]([Br:17])[C:14]([O:18][CH3:19])=[CH:13][C:12]=1[O:20][CH3:21])=[N:6]2.[OH-:22].[K+]>>[Br:17][C:15]1[C:14]([O:18][CH3:19])=[CH:13][C:12]([O:20][CH3:21])=[C:11]([C:5]2[N:4]=[C:3]3[C:7](=[N:8][CH:9]=[N:10][C:2]3=[O:22])[N:6]=2)[CH:16]=1 |f:1.2|. Reported procedure: Prepared analogously to Example 16 from 6-chloro-8-(5-bromo-2,4-dimethoxy-phenyl)-purine by reaction with 20% potassium hydroxide solution.